Dataset: the Open Reaction Database (ORD), a public repository of structured organic reaction records. Task: describe an organic reaction: reactants, conditions, products, and yield Reaction SMILES: [NH2:1][C:2]1[S:3][C:4]([CH3:16])=[CH:5][C:6]=1[C:7](=O)[C:8]1[CH:13]=[CH:12][CH:11]=[CH:10][C:9]=1[F:14].[C:17](=O)([O:19]CC)[NH2:18]>[Cl-].[Zn+2].[Cl-]>[F:14][C:9]1[CH:10]=[CH:11][CH:12]=[CH:13][C:8]=1[C:7]1[C:6]2[CH:5]=[C:4]([CH3:16])[S:3][C:2]=2[NH:1][C:17](=[O:19])[N:18]=1 |f:2.3.4|. The reagents and catalysts are [Cl-].[Zn+2].[Cl-] (zinc chloride). Run at temperature 200 celsius. Procedure: A mixture of 17.85 g of 2-amino-3-(o-fluorobenzoyl)-5-methylthiophene, 25.69 g of ethyl carbamate and 1.55 g of zinc chloride is heated at 200°C for 30 minutes. After cooling, the reaction mixture is washed with chloroform, then with water, and filtered to give 4-(o-fluorophenyl)-6-methyl-1,2-dihydrothieno[2,3-d]pyrimidin-2-one as crystalline solids. Recrystallization from chloroform-ethanol gives crystals having a melting point of 282° - 284°C. Starting materials: NC=1SC(=CC1C(C1=C(C=CC=C1)F)=O)C (2-amino-3-(o-fluorobenzoyl)-5-methylthiophene), C(N)(OCC)=O (ethyl carbamate). Yields the product FC1=C(C=CC=C1)C=1C2=C(NC(N1)=O)SC(=C2)C (4-(o-fluorophenyl)-6-methyl-1,2-dihydrothieno[2,3-d]pyrimidin-2-one). Reactants: C[Si](C(F)(F)F)(C)C (trimethyl(trifluoromethyl)silane), CCCC[N+](CCCC)(CCCC)CCCC.[F-] (TBAF), C1CCOC1 (THF), O=C1C(C=CC=C1)CC(=O)OCC (ethyl 2-oxo-phenylacetate). Run in Cl (HCl). Run at time 72 hour. Yields the product C1(=CC=CC=C1)C(C(=O)OCC)(C(F)(F)F)O (ethyl 2-phenyl-2-hydroxy-3,3,3-trifluoropropanoate). As a reaction SMILES: O=[C:2]1[CH:7]=[CH:6][CH:5]=[CH:4][CH:3]1[CH2:8][C:9]([O:11][CH2:12][CH3:13])=[O:10].C[Si](C)(C)[C:16]([F:19])([F:18])[F:17].CCCC[N+](CCCC)(CCCC)CCCC.[F-].C1C[O:43]CC1>Cl>[C:3]1([C:8]([OH:43])([C:16]([F:19])([F:18])[F:17])[C:9]([O:11][CH2:12][CH3:13])=[O:10])[CH:4]=[CH:5][CH:6]=[CH:7][CH:2]=1 |f:2.3|. Procedure: To stirred ethyl 2-oxo-phenylacetate (1.0 g, 5.6 mmol) under nitrogen atmosphere at ambient temperature was added trimethyl(trifluoromethyl)silane (1.0 mL, 6.73 mmol) and 1.0 TBAF in THF (6.2 mL, 6.2 mmol). This mixture was stirred at ambient temperature for 72 h. To the reaction was added 5N HCl solution (10 mL) and the mixture was stirred at ambient temperature for 18 h. The mixture was partitioned between Et2O and water. The Et2O layer was separated, dried over anhydrous Na2SO4, and filtered.... Reactants: NC(NC(C1=CC=CC=C1)=O)=S (N-(aminothioxomethyl)benzamide), CI (methyl iodide). Run in CC(=O)C (acetone). Conditions: time 2 hour. Product: C(C1=CC=CC=C1)(=O)NC(=N)SC (N-Benzoylcarbamimidothioic acid, methyl ester). Reaction SMILES: [NH2:1][C:2](=[S:12])[NH:3][C:4](=[O:11])[C:5]1[CH:10]=[CH:9][CH:8]=[CH:7][CH:6]=1.[CH3:13]I>CC(C)=O>[C:4]([NH:3][C:2]([S:12][CH3:13])=[NH:1])(=[O:11])[C:5]1[CH:10]=[CH:9][CH:8]=[CH:7][CH:6]=1. Procedure details: To an 18.0 g (0.1 mole) amount of N-(aminothioxomethyl)benzamide in 300 ml of acetone was added 15.0 ml of methyl iodide (34.2 g, 0.24 mole). The mixture was heated as reflux and after about 5 minutes a solid precipitate formed. Refluxing was continued for 2 hours, then the hot reaction mixture was filtered to collect the precipitate. The precipitate was washed with two 50 ml portions of acetone, then air dried to give 28.9 g of the product as a white solid, mp 189°-190° C. (dec.).